From a dataset of the Open Reaction Database (ORD), a public repository of structured organic reaction records. describe an organic reaction: reactants, conditions, products, and yield Starting materials: CCCC(CC1(C(=O)NC(COCc2ccccc2)CC(=O)OCC)CCCC1)C(=O)O, CO, [Na+], [OH-]. The product is CCCC(CC1(C(=O)NC(COCc2ccccc2)CC(=O)O)CCCC1)C(=O)O. RXN SMILES: [CH2:1]([c:2]1[cH:3][cH:4][cH:5][cH:6][cH:7]1)[O:8][CH2:9][CH:10]([CH2:11][C:12](=[O:13])[O:14][CH2:15][CH3:16])[NH:17][C:18](=[O:19])[C:20]1([CH2:25][CH:26]([C:27](=[O:28])[OH:29])[CH2:30][CH2:31][CH3:32])[CH2:21][CH2:22][CH2:23][CH2:24]1.[CH3:35][OH:36].[Na+:34].[OH-:33]>>[CH2:1]([c:2]1[cH:3][cH:4][cH:5][cH:6][cH:7]1)[O:8][CH2:9][CH:10]([CH2:11][C:12](=[O:13])[OH:14])[NH:17][C:18](=[O:19])[C:20]1([CH2:25][CH:26]([C:27](=[O:28])[OH:29])[CH2:30][CH2:31][CH3:32])[CH2:21][CH2:22][CH2:23][CH2:24]1. The reactants are COC(=O)Cc1cc(Br)c(C)cc1C, Cc1ccccc1, OB(O)C1CC1, c1ccc(P(c2ccccc2)(c2ccccc2)[Pd](P(c2ccccc2)(c2ccccc2)c2ccccc2)(P(c2ccccc2)(c2ccccc2)c2ccccc2)P(c2ccccc2)(c2ccccc2)c2ccccc2)cc1. Yields the product COC(=O)Cc1cc(C2CC2)c(C)cc1C. RXN SMILES: [CH3:1][O:2][C:3]([CH2:4][c:5]1[c:6]([CH3:13])[cH:7][c:8]([CH3:12])[c:9]([Br:11])[cH:10]1)=[O:14].[CH3:21][c:22]1[cH:23][cH:24][cH:25][cH:26][cH:27]1.[CH:15]1([B:18]([OH:19])[OH:20])[CH2:16][CH2:17]1.[cH:28]1[cH:29][cH:30][c:31]([P:32]([Pd:33]([P:34]([c:35]2[cH:36][cH:37][cH:38][cH:39][cH:40]2)([c:41]2[cH:42][cH:43][cH:44][cH:45][cH:46]2)[c:47]2[cH:48][cH:49][cH:50][cH:51][cH:52]2)([P:53]([c:54]2[cH:55][cH:56][cH:57][cH:58][cH:59]2)([c:60]2[cH:61][cH:62][cH:63][cH:64][cH:65]2)[c:66]2[cH:67][cH:68][cH:69][cH:70][cH:71]2)[P:72]([c:73]2[cH:74][cH:75][cH:76][cH:77][cH:78]2)([c:79]2[cH:80][cH:81][cH:82][cH:83][cH:84]2)[c:85]2[cH:86][cH:87][cH:88][cH:89][cH:90]2)([c:91]2[cH:92][cH:93][cH:94][cH:95][cH:96]2)[c:97]2[cH:98][cH:99][cH:100][cH:101][cH:102]2)[cH:103][cH:104]1>>[CH3:1][O:2][C:3]([CH2:4][c:5]1[c:6]([CH3:13])[cH:7][c:8]([CH3:12])[c:9]([CH:15]2[CH2:16][CH2:17]2)[cH:10]1)=[O:14]. Reactants: ClCCl, O=C([O-])c1ccc([N+](=O)[O-])cc1, NCc1[nH]nc(-c2ccc(F)cc2)c1-c1ccncc1. Yields the product O=CNCc1[nH]nc(-c2ccc(F)cc2)c1-c1ccncc1. Reaction SMILES: [Cl:33][CH2:34][Cl:35].[N+:21]([c:22]1[cH:23][cH:24][c:25]([C:30]([O-:26])=[O:31])[cH:27][cH:28]1)([O-:29])=[O:32].[NH2:1][CH2:2][c:3]1[c:4](-[c:15]2[cH:16][cH:17][n:18][cH:19][cH:20]2)[c:5](-[c:8]2[cH:9][cH:10][c:11]([F:14])[cH:12][cH:13]2)[n:6][nH:7]1>>[NH:1]([CH2:2][c:3]1[c:4](-[c:15]2[cH:16][cH:17][n:18][cH:19][cH:20]2)[c:5](-[c:8]2[cH:9][cH:10][c:11]([F:14])[cH:12][cH:13]2)[n:6][nH:7]1)[CH:30]=[O:31]. The reactants are CCCC(O)(CC(=O)OC)c1ccccc1C, Cc1ccccc1, O, O=S(=O)(O)O, Cc1ccc(S(=O)(=O)O)cc1. Product: CCCC(CC(=O)OC)c1ccccc1C. As a reaction SMILES: [CH3:1][O:2][C:3]([CH2:4][C:5]([CH2:6][CH2:7][CH3:8])([c:9]1[c:10]([CH3:15])[cH:11][cH:12][cH:13][cH:14]1)[OH:16])=[O:17].[CH3:35][c:36]1[cH:37][cH:38][cH:39][cH:40][cH:41]1.[OH2:34].[S:29](=[O:30])(=[O:31])([OH:32])[OH:33].[c:18]1([CH3:19])[cH:20][cH:21][c:22]([S:23]([OH:24])(=[O:25])=[O:26])[cH:27][cH:28]1>>[CH3:1][O:2][C:3]([CH2:4][CH:5]([CH2:6][CH2:7][CH3:8])[c:9]1[c:10]([CH3:15])[cH:11][cH:12][cH:13][cH:14]1)=[O:17].